From a dataset of the Open Reaction Database (ORD), a public repository of structured organic reaction records. describe an organic reaction: reactants, conditions, products, and yield Starting materials: F[B-](F)(F)F, CCCCc1cnc(Cl)c(C(=O)O)c1, CCN(C(C)C)C(C)C, Cl, N=C(N)COCCc1cc(F)ccc1F, CN(C)C(On1nnc2ccccc21)=[N+](C)C. Yields the product CCCCc1cnc(Cl)c(C(=O)NC(=N)COCCc2cc(F)ccc2F)c1. RXN SMILES: [B-:31]([F:32])([F:33])([F:34])[F:35].[CH2:1]([CH2:2][CH2:3][CH3:4])[c:5]1[cH:6][n:7][c:8]([Cl:14])[c:9]([C:10](=[O:11])[OH:12])[cH:13]1.[CH:53]([N:54]([CH2:55][CH3:56])[CH:57]([CH3:58])[CH3:59])([CH3:60])[CH3:61].[ClH:15].[F:16][c:17]1[c:18]([CH2:24][CH2:25][O:26][CH2:27][C:28](=[NH:29])[NH2:30])[cH:19][c:20]([F:23])[cH:21][cH:22]1.[n:36]1([O:37][C:38]([N:39]([CH3:40])[CH3:41])=[N+:42]([CH3:43])[CH3:44])[c:45]2[cH:46][cH:47][cH:48][cH:49][c:50]2[n:51][n:52]1>>[CH2:1]([CH2:2][CH2:3][CH3:4])[c:5]1[cH:6][n:7][c:8]([Cl:14])[c:9]([C:10](=[O:12])[NH:30][C:28]([CH2:27][O:26][CH2:25][CH2:24][c:18]2[c:17]([F:16])[cH:22][cH:21][c:20]([F:23])[cH:19]2)=[NH:29])[cH:13]1. Starting materials: ClC1=NC(=C(C2=C1C(N(C2)CC2=C(C=C(C=C2)OC)OC)=O)F)Cl (4,6-dichloro-2-(2,4-dimethoxybenzyl)-7-fluoro-1H-pyrrolo[3,4-c]pyridin-3(2H)-one), Cl.N[C@H](C(=O)OC)CC(C)C ((S)-methyl 2-amino-4-methylpentanoate hydrochloride), C(C)(C)N(C(C)C)C (N-isopropyl-N-methylpropan-2-amine). Solvent: C(C)#N (ACN). Run at temperature 100 celsius, time 3 day. The product is ClC1=NC(=C(C2=C1C(N(C2)CC2=C(C=C(C=C2)OC)OC)=O)F)N[C@@H](C(=O)OC)CC(C)C ((R)-Methyl 2-(4-chloro-2-(2,4-dimethoxybenzyl)-7-fluoro-3-oxo-2,3-dihydro-1H-pyrrolo[3,4-c]pyridin-6-ylamino)-4-methylpentanoate). RXN SMILES: [Cl:1][C:2]1[C:7]2[C:8](=[O:22])[N:9]([CH2:11][C:12]3[CH:17]=[CH:16][C:15]([O:18][CH3:19])=[CH:14][C:13]=3[O:20][CH3:21])[CH2:10][C:6]=2[C:5]([F:23])=[C:4](Cl)[N:3]=1.Cl.[NH2:26][C@@H:27]([CH2:32][CH:33]([CH3:35])[CH3:34])[C:28]([O:30][CH3:31])=[O:29].C(N(C)C(C)C)(C)C>C(#N)C>[Cl:1][C:2]1[C:7]2[C:8](=[O:22])[N:9]([CH2:11][C:12]3[CH:17]=[CH:16][C:15]([O:18][CH3:19])=[CH:14][C:13]=3[O:20][CH3:21])[CH2:10][C:6]=2[C:5]([F:23])=[C:4]([NH:26][C@H:27]([CH2:32][CH:33]([CH3:35])[CH3:34])[C:28]([O:30][CH3:31])=[O:29])[N:3]=1 |f:1.2|. Procedure: A mixture of 4,6-dichloro-2-(2,4-dimethoxybenzyl)-7-fluoro-1H-pyrrolo[3,4-c]pyridin-3(2H)-one (3 g, 8.08 mmol), (S)-methyl 2-amino-4-methylpentanoate hydrochloride (2.94 g, 16.16 mmol), and N-isopropyl-N-methylpropan-2-amine (3.76 mL, 24.25 mmol) in ACN (50 mL) was stirred at 100° C. for 3 d. The solvent was removed and the resulting residue was used in the next step without further purification. [M+H] calc'd for C23H27ClFN3O5, 480; found, 480. Reactants: C(C1=CC=CC=C1)OC(=O)C=1C=C(CN2CCC(CC2)N2C(NC3=CC=CC=C3C2C2=CC=CC=C2)=O)C=CC1 (3-[1-(3-benzyloxycarbonylbenzyl)piperidin-4-yl]-4-phenyl-3,4-dihydro-2(1H)-quinazolinone), C([O-])([O-])=O.[K+].[K+] (potassium carbonate), O (water). Solvent: CO (methanol). Reaction conditions: time 12 hour. Product: COC(=O)C=1C=C(CN2CCC(CC2)N2C(NC3=CC=CC=C3C2C2=CC=CC=C2)=O)C=CC1 (3-[1-(3-methoxycarbonylbenzyl)-piperidin-4-yl]-4-phenyl-3,4-dihydro-2(1H)quinazolinone). Yield: 69.6%. RXN SMILES: [CH2:1]([O:8][C:9]([C:11]1[CH:12]=[C:13]([CH:38]=[CH:39][CH:40]=1)[CH2:14][N:15]1[CH2:20][CH2:19][CH:18]([N:21]2[CH:30]([C:31]3[CH:36]=[CH:35][CH:34]=[CH:33][CH:32]=3)[C:29]3[C:24](=[CH:25][CH:26]=[CH:27][CH:28]=3)[NH:23][C:22]2=[O:37])[CH2:17][CH2:16]1)=[O:10])C1C=CC=CC=1.C(=O)([O-])[O-].[K+].[K+].O>CO>[CH3:1][O:8][C:9]([C:11]1[CH:12]=[C:13]([CH:38]=[CH:39][CH:40]=1)[CH2:14][N:15]1[CH2:16][CH2:17][CH:18]([N:21]2[CH:30]([C:31]3[CH:36]=[CH:35][CH:34]=[CH:33][CH:32]=3)[C:29]3[C:24](=[CH:25][CH:26]=[CH:27][CH:28]=3)[NH:23][C:22]2=[O:37])[CH2:19][CH2:20]1)=[O:10] |f:1.2.3|. Procedure: To a solution of 300 mg (0.56 mmol) of 3-[1-(3-benzyloxycarbonylbenzyl)piperidin-4-yl]-4-phenyl-3,4-dihydro-2(1H)-quinazolinone in 20 mL of methanol was added 8 mg (0.06 mmol) of potassium carbonate and the mixture was stirred for 12 hours at ambient temperature. The reaction mixture was poured into water, and the mixture was extracted with ethyl acetate. The organic layer separated was washed with brine, dried on sodium sulfate and concentrated in vacuo. The residue was purified by means of col... Starting materials: O=S(=O)(c1ccc(Br)cc1)N1Cc2cccn2Cc2ccccc21, CN(C)c1ccccc1, O=C(Cl)C(Cl)(Cl)Cl, ClCCl. The product is O=C(c1ccc2n1Cc1ccccc1N(S(=O)(=O)c1ccc(Br)cc1)C2)C(Cl)(Cl)Cl. As a reaction SMILES: [Br:1][c:2]1[cH:3][cH:4][c:5]([S:8](=[O:9])(=[O:10])[N:11]2[CH2:12][c:13]3[n:14]([cH:22][cH:23][cH:24]3)[CH2:15][c:16]3[c:17]2[cH:18][cH:19][cH:20][cH:21]3)[cH:6][cH:7]1.[CH3:25][N:26]([c:27]1[cH:28][cH:29][cH:30][cH:31][cH:32]1)[CH3:33].[Cl:34][C:35]([C:36](=[O:37])[Cl:38])([Cl:39])[Cl:40].[Cl:41][CH2:42][Cl:43]>>[Br:1][c:2]1[cH:3][cH:4][c:5]([S:8](=[O:9])(=[O:10])[N:11]2[CH2:12][c:13]3[n:14]([c:22]([C:36]([C:35]([Cl:34])([Cl:39])[Cl:40])=[O:37])[cH:23][cH:24]3)[CH2:15][c:16]3[c:17]2[cH:18][cH:19][cH:20][cH:21]3)[cH:6][cH:7]1. The reactants are ClC1=C2N=CNC2=NC(=N1)F (6-chloro-2-fluoro-9H-purine), Cl.COC1=NN(C=C1N)C (3-methoxy-1-methyl-1H-pyrazol-4-amine hydrochloride), C([O-])(O)=O.[Na+] (sodium bicarbonate). Run in CCOC(=O)C (EtOAc). Run at temperature 50 celsius, time 12 hour. Product: FC1=NC(=C2N=CNC2=N1)NC=1C(=NN(C1)C)OC (2-fluoro-N-(3-methoxy-1-methyl-1H-pyrazol-4-yl)-9H-purin-6-amine). Reaction SMILES: Cl[C:2]1[N:10]=[C:9]([F:11])[N:8]=[C:7]2[C:3]=1[N:4]=[CH:5][NH:6]2.Cl.[CH3:13][O:14][C:15]1[C:19]([NH2:20])=[CH:18][N:17]([CH3:21])[N:16]=1.C(=O)(O)[O-].[Na+]>CCOC(C)=O>[F:11][C:9]1[N:8]=[C:7]2[C:3]([N:4]=[CH:5][NH:6]2)=[C:2]([NH:20][C:19]2[C:15]([O:14][CH3:13])=[N:16][N:17]([CH3:21])[CH:18]=2)[N:10]=1 |f:1.2,3.4|. Procedure: A suspension of 6-chloro-2-fluoro-9H-purine (88% potency, 5.90 kg, 30.20 mol, 1.00 eq), 3-methoxy-1-methyl-1H-pyrazol-4-amine hydrochloride (98% potency, 5.55 kg, 33.22 mol, 1.10 eq), and sodium bicarbonate (10.1 kg, 120.81 mol, 4.00 eq) in EtOAc (106 L) was stirred at 50° C. for 12 hr. The reaction mixture was then cooled to 20° C., granulated for 1 hr, filtered, and the solids were washed with EtOAc (18 L) and dried on the filter. The crude product was charged back into the reactor and suspend...